From a dataset of the Open Reaction Database (ORD), a public repository of structured organic reaction records. describe an organic reaction: reactants, conditions, products, and yield Reactants: [BH4-], CO, [Na+], O=C(Cn1ccnc1)c1nccs1. Yields the product OC(Cn1ccnc1)c1nccs1. Reaction SMILES: [BH4-:14].[CH3:16][OH:17].[Na+:15].[n:1]1([CH2:6][C:7](=[O:8])[c:9]2[s:10][cH:11][cH:12][n:13]2)[cH:2][n:3][cH:4][cH:5]1>>[n:1]1([CH2:6][CH:7]([OH:8])[c:9]2[s:10][cH:11][cH:12][n:13]2)[cH:2][n:3][cH:4][cH:5]1. Reactants: COC(=O)C=1N=COC1C1=CC=C(C=C1)OCC(=O)OC (4-methoxycarbonyl-5-[4-(methoxycarbonylmethoxy)phenyl]oxazole), Cl (hydrogen chloride). Run in CO (methanol). Yields the product Cl.NC(C(=O)C1=CC=C(OCC(=O)OC)C=C1)C(=O)OC (methyl 4-(α-amino-α-methoxycarbonylacetyl)phenoxyacetate hydrochloride). As a reaction SMILES: [CH3:1][O:2][C:3]([C:5]1[N:6]=C[O:8][C:9]=1[C:10]1[CH:15]=[CH:14][C:13]([O:16][CH2:17][C:18]([O:20][CH3:21])=[O:19])=[CH:12][CH:11]=1)=[O:4].[ClH:22]>CO>[ClH:22].[NH2:6][CH:5]([C:3]([O:2][CH3:1])=[O:4])[C:9]([C:10]1[CH:15]=[CH:14][C:13]([O:16][CH2:17][C:18]([O:20][CH3:21])=[O:19])=[CH:12][CH:11]=1)=[O:8] |f:3.4|. Procedure: A mixture of 4-methoxycarbonyl-5-[4-(methoxycarbonylmethoxy)phenyl]oxazole (2.34g.) and a saturated solution of hydrogen chloride in methanol (20ml.) was heated under reflux for 2 hours. The reaction mixture was then evaporated in vacuo and the yellow residue obtained was triturated with ether (100ml.) (dried over sodium wire) to give methyl 4-(α-amino-α-methoxycarbonylacetyl)phenoxyacetate hydrochloride as an off-white amorphous solid (1.9g.), m.p. 120°-125° C., having a satisfactory analysis; ... The reactants are [OH-].[K+] (KOH), N(CC(=O)N[C@@H](CCCC)C(=O)OCC)C(=O)OC(C)(C)C (Boc-Gly-Nleu-OEt). Run in O (H2O), O (H2O), C1CCOC1 (THF). Reaction conditions: temperature 0 celsius, time 1 hour. Product: N(CC(=O)N[C@@H](CCCC)C(=O)O)C(=O)OC(C)(C)C (Boc-Gly-Nleu-OH). Reaction SMILES: [NH:1]([C:16]([O:18][C:19]([CH3:22])([CH3:21])[CH3:20])=[O:17])[CH2:2][C:3]([NH:5][C@H:6]([C:11]([O:13]CC)=[O:12])[CH2:7][CH2:8][CH2:9][CH3:10])=[O:4].[OH-].[K+]>O.C1COCC1>[NH:1]([C:16]([O:18][C:19]([CH3:20])([CH3:22])[CH3:21])=[O:17])[CH2:2][C:3]([NH:5][C@H:6]([C:11]([OH:13])=[O:12])[CH2:7][CH2:8][CH2:9][CH3:10])=[O:4] |f:1.2|. Procedure details: Boc-Gly-Nleu-OEt (28.8 g, 0.094 mol.) was dissolved in a mixture of 150 ml H2O and 150 ml THF. KOH (11.9 g, 0.18 mol.) dissolved in 50 ml H2O was added while stirring the solution. After one hour, The THF was removed under reduced pressure. The aqueous solution was chilled to 0° C. and acidified to about pH=2 by addition of concentrated HCl (swirling the solution vigorously at the same time). The product was extracted from the aqueous layer by ethyl acetate 3×100 ml. The organic layers were comb... Reactants: NC1=NN2C(C(=C(C(=C2)C2=CC=NN2C2=CC=C(C#N)C=C2)C)C2=CC(=CC=C2)C(F)(F)F)=N1 (4-{5-[2-amino-7-methyl-8-(3-trifluoromethyl-phenyl)-[1,2,4]triazolo[1,5-a]pyridin-6-yl]-pyrazol-1-yl}-benzonitrile), CS(=O)(=O)C1=CC=C(C(=O)O)C=C1 (4-(methylsulfonyl)benzoic acid), Example 14. Product: C(#N)C1=CC=C(C=C1)N1N=CC=C1C=1C(=C(C=2N(C1)N=C(N2)NC(C2=CC=C(C=C2)S(=O)(=O)C)=O)C2=CC(=CC=C2)C(F)(F)F)C (N-[6-[2-(4-Cyano-phenyl)-2H-pyrazol-3-yl]-7-methyl-8-(3-trifluoromethyl-phenyl)-[1,2,4]triazolo[1,5-a]pyridin-2-yl]-4-methanesulfonyl-benzamide). RXN SMILES: [NH2:1][C:2]1[N:34]=[C:5]2[C:6]([C:24]3[CH:29]=[CH:28][CH:27]=[C:26]([C:30]([F:33])([F:32])[F:31])[CH:25]=3)=[C:7]([CH3:23])[C:8]([C:10]3[N:14]([C:15]4[CH:22]=[CH:21][C:18]([C:19]#[N:20])=[CH:17][CH:16]=4)[N:13]=[CH:12][CH:11]=3)=[CH:9][N:4]2[N:3]=1.[CH3:35][S:36]([C:39]1[CH:47]=[CH:46][C:42]([C:43](O)=[O:44])=[CH:41][CH:40]=1)(=[O:38])=[O:37]>>[C:19]([C:18]1[CH:17]=[CH:16][C:15]([N:14]2[C:10]([C:8]3[C:7]([CH3:23])=[C:6]([C:24]4[CH:29]=[CH:28][CH:27]=[C:26]([C:30]([F:32])([F:33])[F:31])[CH:25]=4)[C:5]4[N:4]([N:3]=[C:2]([NH:1][C:43](=[O:44])[C:42]5[CH:41]=[CH:40][C:39]([S:36]([CH3:35])(=[O:38])=[O:37])=[CH:47][CH:46]=5)[N:34]=4)[CH:9]=3)=[CH:11][CH:12]=[N:13]2)=[CH:22][CH:21]=1)#[N:20]. Procedure details: The title compound was prepared from 4-{5-[2-amino-7-methyl-8-(3-trifluoromethyl-phenyl)-[1,2,4]triazolo[1,5-a]pyridin-6-yl]-pyrazol-1-yl}-benzonitrile (Ex. 1, 100 mg, 0.218 mmol) and 4-(methylsulfonyl)benzoic acid (56.7 mg, 0.283 mmol) using a similar method to that employed for Example 14 (3%). Starting materials: O (water), C(C)(=O)[O-].[K+] (potassium acetate), BrC1=CN=C(S1)C1=NC=NN1C (5-(5-bromo-thiazol-2-yl)-1-methyl-1H-[1,2,4]triazole), CC1=NN2C(N=C(C=C2C(CCC)CCC)C)=C1 (2,5-dimethyl-7-(1-propyl-butyl)-pyrazolo[1,5-a]pyrimidine). The reagents and catalysts are C(C)(C)(C)C1=C(C=CC(=C1)C(C)(C)C)P(C1=C(C=C(C=C1)C(C)(C)C)C(C)(C)C)C1=C(C=C(C=C1)C(C)(C)C)C(C)(C)C (tris(2,4-di-tert-butyl-phenyl)-phosphane), C(C)(=O)[O-].[Pd+2].C(C)(=O)[O-] (palladium acetate), CCCC[N+](CCCC)(CCCC)CCCC.[Br-] (tetra-N-butylammonium bromide). Run in CN1C(CCC1)=O (N-methylpyrrolidinone). Run at temperature 125 celsius. Product: CC1=NN2C(N=C(C=C2C(CCC)CCC)C)=C1C1=CN=C(S1)C=1N(N=CN1)C (2,5-Dimethyl-3-[2-(2-methyl-2H-[1,2,4]triazol-3-yl)-thiazol-5-yl]-7-(1-propyl-butyl)-pyrazolo[1,5-a]pyrimidine). The yield is 341.8%. RXN SMILES: Br[C:2]1[S:6][C:5]([C:7]2[N:11]([CH3:12])[N:10]=[CH:9][N:8]=2)=[N:4][CH:3]=1.[CH3:13][C:14]1[CH:30]=[C:17]2[N:18]=[C:19]([CH3:29])[CH:20]=[C:21]([CH:22]([CH2:26][CH2:27][CH3:28])[CH2:23][CH2:24][CH3:25])[N:16]2[N:15]=1.C([O-])(=O)C.[K+].O>CN1CCCC1=O.CCCC[N+](CCCC)(CCCC)CCCC.[Br-].C([O-])(=O)C.[Pd+2].C([O-])(=O)C.C(C1C=C(C(C)(C)C)C=CC=1P(C1C=CC(C(C)(C)C)=CC=1C(C)(C)C)C1C=CC(C(C)(C)C)=CC=1C(C)(C)C)(C)(C)C>[CH3:13][C:14]1[C:30]([C:2]2[S:6][C:5]([C:7]3[N:11]([CH3:12])[N:10]=[CH:9][N:8]=3)=[N:4][CH:3]=2)=[C:17]2[N:18]=[C:19]([CH3:29])[CH:20]=[C:21]([CH:22]([CH2:26][CH2:27][CH3:28])[CH2:23][CH2:24][CH3:25])[N:16]2[N:15]=1 |f:2.3,6.7,8.9.10|. Procedure details: Combine 5-(5-bromo-thiazol-2-yl)-1-methyl-1H-[1,2,4]triazole (6.5 g, 23 8 mmol) and 2,5-dimethyl-7-(1-propyl-butyl)-pyrazolo[1,5-a]pyrimidine (6 g, 24 5 mmol) in N-methylpyrrolidinone (58 mL) and stir to complete solution under nitrogen. Then add tetra-N-butylammonium bromide (5.47 g, 16.7 mmol) and potassium acetate (11.8 g, 119 mmol) and heat the mixture to 100° C. under a nitrogen atmosphere. Degas the hot mixture by three cycles of vacuum/nitrogen purge. Then add palladium acetate (216 mg, 0... Starting materials: C(=O)(O)[O-].[Na+] (NaHCO3), FC(S(=O)(=O)OCC(F)F)(F)F (2,2-difluoroethyl trifluoromethanesulfonate), Cl.Cl.C(C)(C)(C)C1=CC(=NO1)NC(=O)NC1=CC(=CC=C1)OC1=NC=NC2=CC(=C(C=C12)O[C@@H]1CNCC1)OC ((S)-1-(5-tert-butylisoxazol-3-yl)-3-(3-(7-methoxy-6-(pyrrolidin-3-yloxy)quinazolin-4-yloxy)phenyl)urea dihydrochloride). Run in C(C)(=O)OCC (ethyl acetate), C(C)(=O)OCC (ethyl acetate). Run at temperature 40 celsius, time 1 hour. Yields the product C(C)(C)(C)C1=CC(=NO1)NC(=O)NC1=CC(=CC=C1)OC1=NC=NC2=CC(=C(C=C12)O[C@@H]1CN(CC1)CC(F)F)OC ((S)-1-(5-tert-butylisoxazol-3-yl)-3-(3-(6-(1-(2,2-difluoroethyl)pyrrolidin-3-yloxy)-7-methoxyquinazolin-4-yloxy)phenyl)urea). As a reaction SMILES: C([O-])(O)=O.[Na+].FC(F)(F)S(O[CH2:12][CH:13]([F:15])[F:14])(=O)=O.Cl.Cl.[C:20]([C:24]1[O:28][N:27]=[C:26]([NH:29][C:30]([NH:32][C:33]2[CH:38]=[CH:37][CH:36]=[C:35]([O:39][C:40]3[C:49]4[C:44](=[CH:45][C:46]([O:56][CH3:57])=[C:47]([O:50][C@H:51]5[CH2:55][CH2:54][NH:53][CH2:52]5)[CH:48]=4)[N:43]=[CH:42][N:41]=3)[CH:34]=2)=[O:31])[CH:25]=1)([CH3:23])([CH3:22])[CH3:21]>C(OCC)(=O)C>[C:20]([C:24]1[O:28][N:27]=[C:26]([NH:29][C:30]([NH:32][C:33]2[CH:38]=[CH:37][CH:36]=[C:35]([O:39][C:40]3[C:49]4[C:44](=[CH:45][C:46]([O:56][CH3:57])=[C:47]([O:50][C@H:51]5[CH2:55][CH2:54][N:53]([CH2:12][CH:13]([F:15])[F:14])[CH2:52]5)[CH:48]=4)[N:43]=[CH:42][N:41]=3)[CH:34]=2)=[O:31])[CH:25]=1)([CH3:23])([CH3:21])[CH3:22] |f:0.1,3.4.5|. Procedure: To a mixture of a solution of NaHCO3 (47 mg in 1.5 mL, 0.561 mmol) and ethyl acetate (3 mL), 2,2-difluoroethyl trifluoromethanesulfonate (48 μL, 0.22 mmol) was added. After heating at 40 C, (S)-1-(5-tert-butylisoxazol-3-yl)-3-(3-(7-methoxy-6-(pyrrolidin-3-yloxy)quinazolin-4-yloxy)phenyl)urea dihydrochloride (110 mg, 0.187 mmol) was added. The reaction mixture was stirred at 40° C. for 1 h. The mixture was diluted with ethyl acetate and organic layer was washed with brine. After drying over MgSO4... Reactants: CCOC(=O)c1c(Cl)cc(C)cc1N(C)C, O, O=[N+]([O-])O, O=S(=O)(O)O. Product: CCOC(=O)c1c(N(C)C)cc(C)c([N+](=O)[O-])c1Cl. As a reaction SMILES: [Cl:1][c:2]1[cH:3][c:4]([CH3:16])[cH:5][c:6]([N:13]([CH3:14])[CH3:15])[c:7]1[C:8](=[O:9])[O:10][CH2:11][CH3:12].[OH2:21].[OH:17][N+:18]([O-:19])=[O:20].[S:22](=[O:23])(=[O:24])([OH:25])[OH:26]>>[Cl:1][c:2]1[c:3]([N+:18](=[O:17])[O-:19])[c:4]([CH3:16])[cH:5][c:6]([N:13]([CH3:14])[CH3:15])[c:7]1[C:8](=[O:9])[O:10][CH2:11][CH3:12].